From a dataset of the Open Reaction Database (ORD), a public repository of structured organic reaction records. describe an organic reaction: reactants, conditions, products, and yield Procedure details: 4-Methyl piperidine (1.56 g) was added to a solution of crude 5-chloro-1,2-dihydro-1-methyl-3H-1,4-benzodiazepin-2-one hydrochloride (0.005 mol) in dichloromethane (50 ml) cooled in ice. After warming to room temperature, sodium bicarbonate solution (20 ml) was added. The organic phase was separated, dried (Na2SO4) and evaporated to give an orange oil which was purified by column chromatography on silica with CH2Cl2 ∆CH2Cl2 :MeOH 95:5 as eluant to afford product. RXN SMILES: [CH3:1][CH:2]1[CH2:7][CH2:6][NH:5][CH2:4][CH2:3]1.Cl.Cl[C:10]1[C:16]2[CH:17]=[CH:18][CH:19]=[CH:20][C:15]=2[N:14]([CH3:21])[C:13](=[O:22])[CH2:12][N:11]=1.C(=O)(O)[O-].[Na+]>ClCCl>[CH3:21][N:14]1[C:15]2[CH:20]=[CH:19][CH:18]=[CH:17][C:16]=2[C:10]([N:5]2[CH2:6][CH2:7][CH:2]([CH3:1])[CH2:3][CH2:4]2)=[N:11][CH2:12][C:13]1=[O:22] |f:1.2,3.4|. Solvent: ClCCl (dichloromethane). The reactants are CC1CCNCC1 (4-Methyl piperidine), Cl.ClC1=NCC(N(C2=C1C=CC=C2)C)=O (5-chloro-1,2-dihydro-1-methyl-3H-1,4-benzodiazepin-2-one hydrochloride), C([O-])(O)=O.[Na+] (sodium bicarbonate). Yields the product CN1C(CN=C(C2=C1C=CC=C2)N2CCC(CC2)C)=O (1,2-Dihydro-1-methyl-5-(4-methylpiperidin-1-yl)-3H-1,4-benzodiazepin-2-one). The reactants are ClC=1N=CC2=C(N(CC(C(N2C)=O)(F)F)C2CCCC2)N1 (2-chloro-9-cyclopentyl-7,7-difluoro-5-methyl-5,7,8,9-tetrahydro-pyrimido[4,5-b][1,4]diazepin-6-one), NC1=C(C=C(C(=O)O)C=C1)OCC (4-amino-3-ethoxybenzoic acid), Cl (hydrochloric acid). Run in C(C)O (ethanol). Yields the product C1(CCCC1)N1C2=C(N(C(C(C1)(F)F)=O)C)C=NC(=N2)NC2=C(C=C(C(=O)O)C=C2)OCC (4-(9-cyclopentyl-7,7-difluoro-5-methyl-6-oxo-6,7,8,9-tetrahydro-5H-pyrimido[4,5-b][1,4]diazepin-2-ylamino)-3-ethoxy-benzoic acid). Yield: 43.8%. As a reaction SMILES: Cl[C:2]1[N:3]=[CH:4][C:5]2[N:11]([CH3:12])[C:10](=[O:13])[C:9]([F:15])([F:14])[CH2:8][N:7]([CH:16]3[CH2:20][CH2:19][CH2:18][CH2:17]3)[C:6]=2[N:21]=1.[NH2:22][C:23]1[CH:31]=[CH:30][C:26]([C:27]([OH:29])=[O:28])=[CH:25][C:24]=1[O:32][CH2:33][CH3:34].Cl>C(O)C>[CH:16]1([N:7]2[CH2:8][C:9]([F:15])([F:14])[C:10](=[O:13])[N:11]([CH3:12])[C:5]3[CH:4]=[N:3][C:2]([NH:22][C:23]4[CH:31]=[CH:30][C:26]([C:27]([OH:29])=[O:28])=[CH:25][C:24]=4[O:32][CH2:33][CH3:34])=[N:21][C:6]2=3)[CH2:20][CH2:19][CH2:18][CH2:17]1. Procedure details: A mixture of 1.0 g (3.159 mmole) of 2-chloro-9-cyclopentyl-7,7-difluoro-5-methyl-5,7,8,9-tetrahydro-pyrimido[4,5-b][1,4]diazepin-6-one (VII-20), 0.740 g (3.79 mmole) of 4-amino-3-ethoxybenzoic acid, 10 mL of ethanol and 40 mL of 1M hydrochloric acid was heated at reflux for 18 hours. The mixture was cooled and the white precipitate was collected by filtratration, washed with cold water and dried in vacuum to give 0.6391 g of 4-(9-cyclopentyl-7,7-difluoro-5-methyl-6-oxo-6,7,8,9-tetrahydro-5H-pyri...